From a dataset of the Open Reaction Database (ORD), a public repository of structured organic reaction records. describe an organic reaction: reactants, conditions, products, and yield Product: CC1CN(C(=O)OCc2ccccc2)CC1(CC(=O)OC(C)(C)C)C(=O)OCc1ccccc1. The reactants are BrCc1ccccc1, O=C([O-])[O-], CC1CN(C(=O)OCc2ccccc2)CC1(CC(=O)OC(C)(C)C)C(=O)O, CN(C)C=O, [K+], [K+], O. RXN SMILES: [Br:1][CH2:2][c:3]1[cH:4][cH:5][cH:6][cH:7][cH:8]1.[C:36](=[O:37])([O-:38])[O-:39].[CH2:9]([c:10]1[cH:11][cH:12][cH:13][cH:14][cH:15]1)[O:16][C:17](=[O:18])[N:19]1[CH2:20][C:21]([C:25](=[O:26])[OH:27])([CH2:28][C:29](=[O:30])[O:31][C:32]([CH3:33])([CH3:34])[CH3:35])[CH:22]([CH3:24])[CH2:23]1.[CH3:42][N:43]([CH3:44])[CH:45]=[O:46].[K+:40].[K+:41].[OH2:47]>>[CH2:2]([c:3]1[cH:4][cH:5][cH:6][cH:7][cH:8]1)[O:27][C:25]([C:21]1([CH2:28][C:29](=[O:30])[O:31][C:32]([CH3:33])([CH3:34])[CH3:35])[CH2:20][N:19]([C:17]([O:16][CH2:9][c:10]2[cH:11][cH:12][cH:13][cH:14][cH:15]2)=[O:18])[CH2:23][CH:22]1[CH3:24])=[O:26].